describe an organic reaction: reactants, conditions, products, and yield From a dataset of the Open Reaction Database (ORD), a public repository of structured organic reaction records. Starting materials: FC([C@@H]1CC[C@H](CC1)NC(=O)C1=CC2=C(N(C(=N2)NC2=C(C(=CC=C2Cl)CNC(=O)OC(C)(C)C)Cl)C)C=C1OCC(F)F)(F)F (N-(trans-4-trifluoromethyl-cyclohex-1-yl)-2-{2,6-dichloro-3-[(tert-butoxy-carbonylamino)-methyl]-phenylamino}-6-(2,2-difluoroethoxy)-1-methyl-1H-benzimidazole-5-carboxylic acid amide), Cl (HCl). The solvent is C1CCOC1 (THF). Run at time 8 hour. The product is FC([C@@H]1CC[C@H](CC1)NC(=O)C1=CC2=C(N(C(=N2)NC2=C(C(=CC=C2Cl)CN)Cl)C)C=C1OCC(F)F)(F)F (N-(trans-4-Trifluoromethyl-cyclohex-1-yl)-2-(2,6-dichloro-3-aminomethyl-phenylamino)-6-(2,2-difluoroethoxy)-1-methyl-1H-benzimidazole-5-carboxylic acid amide). RXN SMILES: [F:1][C:2]([F:46])([F:45])[C@H:3]1[CH2:8][CH2:7][C@H:6]([NH:9][C:10]([C:12]2[C:39]([O:40][CH2:41][CH:42]([F:44])[F:43])=[CH:38][C:15]3[N:16]([CH3:37])[C:17]([NH:19][C:20]4[C:25]([Cl:26])=[CH:24][CH:23]=[C:22]([CH2:27][NH:28]C(OC(C)(C)C)=O)[C:21]=4[Cl:36])=[N:18][C:14]=3[CH:13]=2)=[O:11])[CH2:5][CH2:4]1.Cl>C1COCC1>[F:45][C:2]([F:1])([F:46])[C@H:3]1[CH2:8][CH2:7][C@H:6]([NH:9][C:10]([C:12]2[C:39]([O:40][CH2:41][CH:42]([F:43])[F:44])=[CH:38][C:15]3[N:16]([CH3:37])[C:17]([NH:19][C:20]4[C:25]([Cl:26])=[CH:24][CH:23]=[C:22]([CH2:27][NH2:28])[C:21]=4[Cl:36])=[N:18][C:14]=3[CH:13]=2)=[O:11])[CH2:5][CH2:4]1. Procedure details: A mixture of N-(trans-4-trifluoromethyl-cyclohex-1-yl)-2-{2,6-dichloro-3-[(tert-butoxy-carbonylamino)-methyl]-phenylamino}-6-(2,2-difluoroethoxy)-1-methyl-1H-benzimidazole-5-carboxylic acid amide (350 mg, 0.504 mmol), 6 M aq. HCl-solution (15 mL) and THF (15 mL) is stirred overnight, the mixture is concentrated and directly used in the next step.